From a dataset of the Open Reaction Database (ORD), a public repository of structured organic reaction records. describe an organic reaction: reactants, conditions, products, and yield Reactants: ClC=1C=C(C=C(C1C)Cl)C=1C=CC(NN1)=O (6-(3,5-dichloro-4-methylphenyl)-3(2H)pyridazinone), O1CCOCC1 (dioxane), CN=C=O (methyl isocyanate). Run in CCCCCC (n-hexane). Run at time 3 hour. The product is CN=C=O.ClC=1C=C(C=C(C1C)Cl)C=1C=CC(NN1)=O (6-(3,5-dichloro-4-methylphenyl)-3(2H)pyridazinone methyl isocyanate). Isolated yield 82.0%. RXN SMILES: [Cl:1][C:2]1[CH:3]=[C:4]([C:10]2[CH:11]=[CH:12][C:13](=[O:16])[NH:14][N:15]=2)[CH:5]=[C:6]([Cl:9])[C:7]=1[CH3:8].O1CCOCC1.[CH3:23][N:24]=[C:25]=[O:26]>CCCCCC>[CH3:23][N:24]=[C:25]=[O:26].[Cl:1][C:2]1[CH:3]=[C:4]([C:10]2[CH:11]=[CH:12][C:13](=[O:16])[NH:14][N:15]=2)[CH:5]=[C:6]([Cl:9])[C:7]=1[CH3:8] |f:4.5|. Procedure: To a hot solution of 1.0 g. of 6-(3,5-dichloro-4-methylphenyl)-3(2H)pyridazinone in 25 ml. of dioxane was added an excess molar amount (above 0.5 ml.) of methyl isocyanate and the mixture in a sealed vessel was allowed to stand at room temperature for 3 hours. Then, 5 ml. of n-hexane was added and the resulting mixture was cooled to give 1.0 g. of the desired product as needles of m.p. ca. 250° C. (with decomp.) (Yield 82%). Starting materials: CC(CS)C (2-methyl-1-propanethiol), [H-].[Na+] (sodium hydride), BrCC1=C(C=CC(=C1)C=1OC=CN1)C=1C(=CC=CC1)S(=O)(=O)N(COCCOC)C1=C(C(=NO1)C)C (2'-(Bromomethyl)-N-(3,4-dimethyl-5-isoxazolyl)-N-[(2-methoxyethoxy)methyl]-4'-(2-oxazolyl)[1,1'-biphenyl]-2-sulfonamide). Solvent: CN(C)C=O (DMF), CN(C)C=O (DMF), O (water). Run at time 0.5 hour. The product is CC1=NOC(=C1C)N(S(=O)(=O)C=1C(=CC=CC1)C1=C(C=C(C=C1)C=1OC=CN1)CSCC(C)C)COCCOC (N-(3,4-Dimethyl-5-isoxazolyl)-N-[(2-methoxyethoxy)methyl]-2'-[[(2-methylpropyl)thio]methyl]-4'-(2-oxazolyl)[1,1'-biphenyl]-2-sulfonamide). Reaction SMILES: [CH3:1][CH:2]([CH3:5])[CH2:3][SH:4].[H-].[Na+].Br[CH2:9][C:10]1[CH:15]=[C:14]([C:16]2[O:17][CH:18]=[CH:19][N:20]=2)[CH:13]=[CH:12][C:11]=1[C:21]1[C:22]([S:27]([N:30]([C:37]2[O:41][N:40]=[C:39]([CH3:42])[C:38]=2[CH3:43])[CH2:31][O:32][CH2:33][CH2:34][O:35][CH3:36])(=[O:29])=[O:28])=[CH:23][CH:24]=[CH:25][CH:26]=1>CN(C=O)C.O>[CH3:42][C:39]1[C:38]([CH3:43])=[C:37]([N:30]([CH2:31][O:32][CH2:33][CH2:34][O:35][CH3:36])[S:27]([C:22]2[C:21]([C:11]3[CH:12]=[CH:13][C:14]([C:16]4[O:17][CH:18]=[CH:19][N:20]=4)=[CH:15][C:10]=3[CH2:9][S:4][CH2:3][CH:2]([CH3:5])[CH3:1])=[CH:26][CH:25]=[CH:24][CH:23]=2)(=[O:29])=[O:28])[O:41][N:40]=1 |f:1.2|. Procedure: To a solution of 5 equiv. of 2-methyl-1-propanethiol (125 mg, 1.39 mmol) in 1 ml of dry DMF was added 2.5 equiv. of 60% sodium hydride under an argon atmosphere at room temperature. The reaction mixture was stirred for 0.5 hrs. and then a solution of the title compound of Step (B) (160 mg, 0.278 mmol) in 1 ml of DMF was added. The reaction was stirred for 1 hr, diluted with 15 ml of water and extracted with ethyl acetate (3×20 ml). The ethyl acetate extract was washed with 5% lithium chloride (2... The reactants are BrCCc1ccccc1, O=C([O-])[O-], CCOC(C)=O, O=Cc1ccccc1O, [K+], [K+], CN(C)C=O, O. The product is O=Cc1ccccc1OCCc1ccccc1. RXN SMILES: [Br:10][CH2:11][CH2:12][c:13]1[cH:14][cH:15][cH:16][cH:17][cH:18]1.[C:19](=[O:20])([O-:21])[O-:22].[CH3:31][CH2:32][O:33][C:34](=[O:35])[CH3:36].[CH:1](=[O:2])[c:3]1[cH:4][cH:5][cH:6][cH:7][c:8]1[OH:9].[K+:23].[K+:24].[O:26]=[CH:27][N:28]([CH3:29])[CH3:30].[OH2:25]>>[CH:1](=[O:2])[c:3]1[cH:4][cH:5][cH:6][cH:7][c:8]1[O:9][CH2:11][CH2:12][c:13]1[cH:14][cH:15][cH:16][cH:17][cH:18]1. Reported procedure: To 1.26 mol of naphth-2-yl-methanol in 1.5 liters of toluene there are slowly added 3.8 mol of thionyl chloride. The mixture is then heated at reflux for two hours. After cooling, the solvent is evaporated off. The crude product is taken up in toluene twice and evaporated. The oil obtained is taken up in dichloromethane, washed and dried. After filtering and evaporating, the oil obtained is distilled to yield the expected product. Reactants: C1=C(C=CC2=CC=CC=C12)CO (naphth-2-yl-methanol), S(=O)(Cl)Cl (thionyl chloride). As a reaction SMILES: [CH:1]1[C:10]2[C:5](=[CH:6][CH:7]=[CH:8][CH:9]=2)[CH:4]=[CH:3][C:2]=1[CH2:11]O.S(Cl)([Cl:15])=O>C1(C)C=CC=CC=1.ClCCl>[Cl:15][CH2:11][C:2]1[CH:3]=[CH:4][C:5]2[C:10](=[CH:9][CH:8]=[CH:7][CH:6]=2)[CH:1]=1. Run in ClCCl (dichloromethane), C1(=CC=CC=C1)C (toluene). Yields the product ClCC1=CC2=CC=CC=C2C=C1 (2-Chloromethyl-naphthalene). The reactants are C(=O)(N1C=NC=C1)N1C=NC=C1 (carbonyldiimidazole), COC(C(NC1=C(C=CC=C1)[N+](=O)[O-])CO)=O (N-(2-Nitrophenyl)-DL-serine methyl ester), C(=O)(N1C=NC=C1)N1C=NC=C1 (carbonyldiimidazole), C1CCOC1 (THF). Run in C(C)N(CC)CC (triethylamine). Conditions: time 6 hour. The product is C1(OCC2N1C1=CC=CC=C1NC2=O)=O (3,3a,-Dihydro-1H-oxazolo[3,4-a]quinoxaline-1,4(5H)-dione). Reaction SMILES: [CH3:1][O:2][C:3](=O)[CH:4]([CH2:15][OH:16])[NH:5][C:6]1[CH:11]=[CH:10][CH:9]=[CH:8][C:7]=1[N+:12]([O-])=O.C(N1C=CN=C1)(N1C=CN=C1)=[O:19].C1COCC1>C(N(CC)CC)C>[C:1]1(=[O:19])[N:5]2[C:6]3[C:7]([NH:12][C:15](=[O:16])[CH:4]2[CH2:3][O:2]1)=[CH:8][CH:9]=[CH:10][CH:11]=3. Reported procedure: To 3-hydroxymethyl-1,2,3,4-tetrahydroquinoxalin-2-one (IV, EXAMPLE 286, 1.35 g), 1.00 g of carbonyldiimidazole, and 30 ml of THF are added 1.64 ml of triethylamine. The reaction is stirred at 20°-25° for 6 hr, then at 80° for 18 hr, at which time an additional 0.11 g carbonyldiimidazole are added. Heating is continued for another 6 hr, at which time the reaction mixture is cooled and the solvent is removed under reduced pressure. The residue is partitioned between methylene chloride and water, t... Starting materials: CN1C=2C=CC(=CC2C2=C1NC(C1=CC=CC=C21)=O)Cl (7-methyl-10-chloro-7H-indolo(2,3-c)isoquinolin-5(6H)-one), [H-].[Na+] (sodium hydride), O1CCN(CC1)CCCl (β-morpholinoethyl chloride). Product: O1CCN(CC1)CCOC1=NC2=C(C3=CC=CC=C13)C=1C=C(C=CC1N2C)Cl (5-β-Morpholinoethyloxy-7-methyl-10-chloro-7H-indolo(2,3-c)isoquinoline). As a reaction SMILES: [CH3:1][N:2]1[C:10]2[NH:11][C:12](=[O:19])[C:13]3[C:18]([C:9]=2[C:8]2[CH:7]=[C:6]([Cl:20])[CH:5]=[CH:4][C:3]1=2)=[CH:17][CH:16]=[CH:15][CH:14]=3.[H-].[Na+].[O:23]1[CH2:28][CH2:27][N:26]([CH2:29][CH2:30]Cl)[CH2:25][CH2:24]1>>[O:23]1[CH2:28][CH2:27][N:26]([CH2:29][CH2:30][O:19][C:12]2[C:13]3[C:18](=[CH:17][CH:16]=[CH:15][CH:14]=3)[C:9]3[C:8]4[CH:7]=[C:6]([Cl:20])[CH:5]=[CH:4][C:3]=4[N:2]([CH3:1])[C:10]=3[N:11]=2)[CH2:25][CH2:24]1 |f:1.2|. Procedure: 5-β-Morpholinoethyloxy-7-methyl-10-chloro-7H-indolo(2,3-c)isoquinoline (melting point 140°-142° C.) is prepared from 7-methyl-10-chloro-7H-indolo(2,3-c)isoquinolin-5(6H)-one, sodium hydride and β-morpholinoethyl chloride by the method described in Example 8.